The task is: describe an organic reaction: reactants, conditions, products, and yield. This data is from the Open Reaction Database (ORD), a public repository of structured organic reaction records. The reactants are [Li+].[OH-] (LiOH), C(C)[SiH](CC)CC (triethylsilane), C(=O)(C(F)(F)F)O (TFA), C1(CC1)NC(=O)C1=CC=CC=2SC(=CC21)C2=NC(=NC=C2C)Cl (2-(2-chloro-5-methylpyrimidin-4-yl)-benzo[b]thiophene-4-carboxylic acid cyclopropylamide), C(C)(C)(C)OC(=O)N1CC(CCC1)CCCN (racemic 3-(3-aminopropyl)-piperidine-1-carboxylic acid tert-butyl ester), C(C)(C)N(CC)C(C)C (diisopropylethylamine). The solvent is ClCCl (dichloromethane), O1CCOCC1 (1,4-dioxane). Reaction conditions: temperature 90 celsius, time 16 hour. Yields the product C1(CC1)NC(=O)C1=CC=CC=2SC(=CC21)C2=NC(=NC=C2C)NCCCC2CNCCC2 (Racemic 2-[5-Methyl-2-(3-piperidin-3-ylpropylamino)-pyrimidin-4-yl]-benzo[b]thiophene-4-carboxylic acid cyclopropylamide). Yield: 23.7%. Reaction SMILES: [CH:1]1([NH:4][C:5]([C:7]2[C:15]3[CH:14]=[C:13]([C:16]4[C:21]([CH3:22])=[CH:20][N:19]=[C:18](Cl)[N:17]=4)[S:12][C:11]=3[CH:10]=[CH:9][CH:8]=2)=[O:6])[CH2:3][CH2:2]1.C(OC([N:31]1[CH2:36][CH2:35][CH2:34][CH:33]([CH2:37][CH2:38][CH2:39][NH2:40])[CH2:32]1)=O)(C)(C)C.C(N(C(C)C)CC)(C)C.C([SiH](CC)CC)C.C(O)(C(F)(F)F)=O.[Li+].[OH-]>O1CCOCC1.ClCCl>[CH:1]1([NH:4][C:5]([C:7]2[C:15]3[CH:14]=[C:13]([C:16]4[C:21]([CH3:22])=[CH:20][N:19]=[C:18]([NH:40][CH2:39][CH2:38][CH2:37][CH:33]5[CH2:34][CH2:35][CH2:36][NH:31][CH2:32]5)[N:17]=4)[S:12][C:11]=3[CH:10]=[CH:9][CH:8]=2)=[O:6])[CH2:3][CH2:2]1 |f:5.6|. Reported procedure: A stirred mixture of 2-(2-chloro-5-methylpyrimidin-4-yl)-benzo[b]thiophene-4-carboxylic acid cyclopropylamide (0.50 g, 1.5 mmol), racemic 3-(3-aminopropyl)-piperidine-1-carboxylic acid tert-butyl ester (0.88 g, 3.6 mmol) and diisopropylethylamine (0.47 g, 3.6 mmol) in 1,4-dioxane (7 mL) is heated at 90° C. under a nitrogen atmosphere for 48 hours. After concentration and subsequent chromatography on silica gel, eluting with 2 M NH3/MeOH in dichloromethane 1-10%, the intermediate is obtained as a... The reactants are COC=1C=CC2=C(SC(=C2C(=O)C2=CC(=C(C=C2)CN2CCCC2)C)C2=CC=C(C=C2)NC(C)=O)C1 (3-methyl-4-[(1-pyrrolidinyl)methyl]phenyl 6-methoxy-2-(4-acetamidophenyl)benzo[b]thiophen-3-yl ketone), Cl (HCl). The product is COC=1C=CC2=C(SC(=C2C(=O)C2=CC(=C(C=C2)CN2CCCC2)C)C2=CC=C(C=C2)N)C1 (3-Methyl-4-[(1-pyrrolidinyl)methyl]phenyl 6-Methoxy-2-(4-aminophenyl)benzo[b]thiophen-3-yl Ketone). Reaction SMILES: [CH3:1][O:2][C:3]1[CH:4]=[CH:5][C:6]2[C:10]([C:11]([C:13]3[CH:18]=[CH:17][C:16]([CH2:19][N:20]4[CH2:24][CH2:23][CH2:22][CH2:21]4)=[C:15]([CH3:25])[CH:14]=3)=[O:12])=[C:9]([C:26]3[CH:31]=[CH:30][C:29]([NH:32]C(=O)C)=[CH:28][CH:27]=3)[S:8][C:7]=2[CH:36]=1.Cl>>[CH3:1][O:2][C:3]1[CH:4]=[CH:5][C:6]2[C:10]([C:11]([C:13]3[CH:18]=[CH:17][C:16]([CH2:19][N:20]4[CH2:21][CH2:22][CH2:23][CH2:24]4)=[C:15]([CH3:25])[CH:14]=3)=[O:12])=[C:9]([C:26]3[CH:27]=[CH:28][C:29]([NH2:32])=[CH:30][CH:31]=3)[S:8][C:7]=2[CH:36]=1. Procedure: A solution of 200 mg (0.40 mmol) of 3-methyl-4-[(1-pyrrolidinyl)methyl]phenyl 6-methoxy-2-(4-acetamidophenyl)benzo[b]thiophen-3-yl ketone (Part H) in 5 mL of MEOH was treated with 5 mL of conc. aq HCl. The reaction was heated to mild reflux for 1 hr and was concentrated in vacuo. The residue was taken up in 25 mL. of H2O, the solution basified to pH 12 with 5 N aq NaOH, and the mixture was extracted with EtOAc (2×25 mL). Trhe comrbined organic extracts were dried (K2CO3), filtered, and concentra...